Task: describe an organic reaction: reactants, conditions, products, and yield. Dataset: the Open Reaction Database (ORD), a public repository of structured organic reaction records Starting materials: C(CCC)[Sn](C1=NC=CC=C1)(CCCC)CCCC (2-(tributylstannyl)pyridine), ClC1=NC(=CC(=C1)Cl)C1=CC=C(C=C1)OC(C)C (2,4-dichloro-6-(4-isopropoxyphenyl)pyridine), C(CCC)[Sn](C1=NC=CC=C1)(CCCC)CCCC (2-(tributylstannyl)pyridine), [F-].[Cs+] (CsF), C(=O)(C(F)(F)F)O (TFA). The reagents and catalysts are C=1C=CC(=CC1)[P](C=2C=CC=CC2)(C=3C=CC=CC3)[Pd]([P](C=4C=CC=CC4)(C=5C=CC=CC5)C=6C=CC=CC6)([P](C=7C=CC=CC7)(C=8C=CC=CC8)C=9C=CC=CC9)[P](C=1C=CC=CC1)(C=1C=CC=CC1)C=1C=CC=CC1 (Pd(PPh3)4), [Cu]I (CuI), C=1C=CC(=CC1)[P](C=2C=CC=CC2)(C=3C=CC=CC3)[Pd]([P](C=4C=CC=CC4)(C=5C=CC=CC5)C=6C=CC=CC6)([P](C=7C=CC=CC7)(C=8C=CC=CC8)C=9C=CC=CC9)[P](C=1C=CC=CC1)(C=1C=CC=CC1)C=1C=CC=CC1 (Pd(PPh3)4). Solvent: CN(C)C=O (DMF), O (water), CO (MeOH). Conditions: time 1 hour. The product is ClC1=CC(=NC(=C1)C1=CC=C(C=C1)OC(C)C)C1=NC=CC=C1 (4-chloro-6-(4-isopropoxyphenyl)-2,2′-bipyridine). Reaction SMILES: Cl[C:2]1[CH:7]=[C:6]([Cl:8])[CH:5]=[C:4]([C:9]2[CH:14]=[CH:13][C:12]([O:15][CH:16]([CH3:18])[CH3:17])=[CH:11][CH:10]=2)[N:3]=1.C([Sn](CCCC)(CCCC)[C:24]1[CH:29]=[CH:28][CH:27]=[CH:26][N:25]=1)CCC.[F-].[Cs+].C(O)(C(F)(F)F)=O>[Cu]I.C1C=CC([P]([Pd]([P](C2C=CC=CC=2)(C2C=CC=CC=2)C2C=CC=CC=2)([P](C2C=CC=CC=2)(C2C=CC=CC=2)C2C=CC=CC=2)[P](C2C=CC=CC=2)(C2C=CC=CC=2)C2C=CC=CC=2)(C2C=CC=CC=2)C2C=CC=CC=2)=CC=1.CO.O.CN(C=O)C>[Cl:8][C:6]1[CH:5]=[C:4]([C:9]2[CH:14]=[CH:13][C:12]([O:15][CH:16]([CH3:18])[CH3:17])=[CH:11][CH:10]=2)[N:3]=[C:2]([C:24]2[CH:29]=[CH:28][CH:27]=[CH:26][N:25]=2)[CH:7]=1 |f:2.3,^1:52,54,73,92|. Reported procedure: To a 2 dram vial equipped with a stir bar was added 2,4-dichloro-6-(4-isopropoxyphenyl)pyridine (50 mg, 0.18 mmol), 2-(tributylstannyl)pyridine (65 mg, 0.18 mmol), CuI (8 mg, 0.04 mmol), CsF (81 mg, 0.53 mmol), and Pd(PPh3)4 (10 mg, 8.9 μmol). The vial was capped and then placed under N2 atmosphere. To the vial was added DMF (1 mL). The vial was placed in a 80° C. heating block with stirring for 1 h. The mixture was allowed to cool to room temperature. The vial was opened and to the reaction was... Reaction SMILES: [Cl:1][C:2]1[CH:7]=[CH:6][CH:5]=[CH:4][C:3]=1[C:8]1[C:15]([C:16]2[CH:21]=[CH:20][C:19]([Cl:22])=[CH:18][CH:17]=2)=[CH:14][C:11]([C:12]#[N:13])=[C:10]([O:23][CH2:24][CH2:25][N:26]2C(=O)C3C(=CC=CC=3)C2=O)[N:9]=1.O.NN>>[NH2:26][CH2:25][CH2:24][O:23][C:10]1[N:9]=[C:8]([C:3]2[CH:4]=[CH:5][CH:6]=[CH:7][C:2]=2[Cl:1])[C:15]([C:16]2[CH:17]=[CH:18][C:19]([Cl:22])=[CH:20][CH:21]=2)=[CH:14][C:11]=1[C:12]#[N:13] |f:1.2|. The reactants are ClC1=C(C=CC=C1)C1=NC(=C(C#N)C=C1C1=CC=C(C=C1)Cl)OCCN1C(C2=CC=CC=C2C1=O)=O (6-(2-Chlorophenyl)-5-(4-chlorophenyl)-2-[2-(1,3-dioxo-1,3-dihydro-2H-isoindol-2-yl)ethoxy]nicotinonitrile), O.NN (hydrazine hydrate). Reported procedure: Using the procedure described in Example 26, the product of Example 134 was reacted with hydrazine hydrate to afford the title compound. MS (electrospray) m/e 384.1 MH+ (Rt=2.8 min LC/MS). Product: NCCOC1=C(C#N)C=C(C(=N1)C1=C(C=CC=C1)Cl)C1=CC=C(C=C1)Cl (2-(2-Aminoethoxy)-6-(2-chlorophenyl)-5-(4-chlorophenyl)nicotinonitrile).